This data is from the Open Reaction Database (ORD), a public repository of structured organic reaction records. The task is: describe an organic reaction: reactants, conditions, products, and yield Starting materials: [BH4-], CC(=O)OCC(C)(C)C(=O)N(C1CCC(=O)CC1)C1CCN(C(=O)OCc2ccccc2)C1, C1CCOC1, [Na+]. The product is CC(=O)OCC(C)(C)C(=O)N(C1CCC(O)CC1)C1CCN(C(=O)OCc2ccccc2)C1. RXN SMILES: [BH4-:34].[C:1](=[O:2])([O:3][CH2:4][c:5]1[cH:6][cH:7][cH:8][cH:9][cH:10]1)[N:11]1[CH2:12][CH:13]([N:16]([CH:17]2[CH2:18][CH2:19][C:20](=[O:23])[CH2:21][CH2:22]2)[C:24]([C:25]([CH2:26][O:27][C:28]([CH3:29])=[O:30])([CH3:31])[CH3:32])=[O:33])[CH2:14][CH2:15]1.[CH2:36]1[O:37][CH2:38][CH2:39][CH2:40]1.[Na+:35]>>[C:1](=[O:2])([O:3][CH2:4][c:5]1[cH:6][cH:7][cH:8][cH:9][cH:10]1)[N:11]1[CH2:12][CH:13]([N:16]([CH:17]2[CH2:18][CH2:19][CH:20]([OH:23])[CH2:21][CH2:22]2)[C:24]([C:25]([CH2:26][O:27][C:28]([CH3:29])=[O:30])([CH3:31])[CH3:32])=[O:33])[CH2:14][CH2:15]1. The reactants are CN1C2=C(C=3C=CC=CC13)C(=NN(C2=O)C2=CC=CC=C2)CC(=O)O (5-methyl-4-oxo-3-phenyl-3,5-dihydro-4H-pyridazino[4,5-b]indole-1-acetic acid), CNC (dimethylamine), C(=O)(N1C=NC=C1)N1C=NC=C1 (1,1′-carbonylbis-1H-imidazole). Run in O1CCCC1 (tetrahydrofuran), O1CCCC1 (tetrahydrofuran). Conditions: temperature 25 celsius, time 72 hour. Yields the product CN(C(CC1=NN(C(C=2N(C=3C=CC=CC3C21)C)=O)C2=CC=CC=C2)=O)C (N,N,5-Trimethyl-4-oxo-3-phenyl-3,5-dihydro-4H-pyridazino[4,5-b]indole-1-acetamide). The yield is 66.7%. RXN SMILES: [CH3:1][N:2]1[C:10]2[CH:9]=[CH:8][CH:7]=[CH:6][C:5]=2[C:4]2[C:11]([CH2:22][C:23]([OH:25])=O)=[N:12][N:13]([C:16]3[CH:21]=[CH:20][CH:19]=[CH:18][CH:17]=3)[C:14](=[O:15])[C:3]1=2.[C:26](N1C=CN=C1)([N:28]1C=CN=[CH:29]1)=O.CNC>O1CCCC1>[CH3:26][N:28]([CH3:29])[C:23](=[O:25])[CH2:22][C:11]1[C:4]2[C:5]3[CH:6]=[CH:7][CH:8]=[CH:9][C:10]=3[N:2]([CH3:1])[C:3]=2[C:14](=[O:15])[N:13]([C:16]2[CH:21]=[CH:20][CH:19]=[CH:18][CH:17]=2)[N:12]=1. Reported procedure: A suspension of 1 g (3 mmol) of 5-methyl-4-oxo-3-phenyl-3,5-dihydro-4H-pyridazino[4,5-b]indole-1-acetic acid and of 0.7 g (4.3 mmol) of 1,1′-carbonylbis-1H-imidazole in 200 ml of tetrahydrofuran is stirred for 2 h at 60° C. The reaction mixture is cooled to 25° C., an excess of liquefied dimethylamine in solution in tetrahydrofuran is added and the reaction mixture is stirred for 72 h at room temperature. It is concentrated under reduced pressure, 300 ml of water are added and the precipitate is...